Dataset: the Open Reaction Database (ORD), a public repository of structured organic reaction records. Task: describe an organic reaction: reactants, conditions, products, and yield The product is COC(=O)c1ccc(NS(=O)(=O)N(C)C)cc1Cl. As a reaction SMILES: [CH3:19][N:20]([S:21](=[O:22])(=[O:23])[Cl:24])[CH3:25].[CH3:29][N:30]([c:31]1[cH:32][cH:33][n:34][cH:35][cH:36]1)[CH3:37].[Cl:26][CH2:27][Cl:28].[NH2:7][c:8]1[cH:9][c:10]([Cl:18])[c:11]([C:12](=[O:13])[O:14][CH3:15])[cH:16][cH:17]1.[cH:1]1[cH:2][cH:3][n:4][cH:5][cH:6]1>>[NH:7]([c:8]1[cH:9][c:10]([Cl:18])[c:11]([C:12](=[O:13])[O:14][CH3:15])[cH:16][cH:17]1)[S:21]([N:20]([CH3:19])[CH3:25])(=[O:22])=[O:23]. Starting materials: CN(C)S(=O)(=O)Cl, CN(C)c1ccncc1, ClCCl, COC(=O)c1ccc(N)cc1Cl, c1ccncc1. The reactants are C(C)OC1=NOC(=C1C)C(=O)OCC (Ethyl 3-Ethoxy-4-methylisoxazole-5-carboxylate), C1CC(=O)N(C1=O)Br (NBS). Reagents/catalysts: C(C1=CC=CC=C1)(=O)OOC(C1=CC=CC=C1)=O (dibenzoyl peroxide). Solvent: ClC(Cl)(Cl)Cl (tetrachloromethane). The product is BrCC=1C(=NOC1C(=O)OCC)OCC (Ethyl 4-Bromomethyl-3-ethoxyisoxazole-5-carboxylate). The yield is 96.8%. As a reaction SMILES: [CH2:1]([O:3][C:4]1[C:8]([CH3:9])=[C:7]([C:10]([O:12][CH2:13][CH3:14])=[O:11])[O:6][N:5]=1)[CH3:2].C1C(=O)N([Br:22])C(=O)C1>ClC(Cl)(Cl)Cl.C(OOC(=O)C1C=CC=CC=1)(=O)C1C=CC=CC=1>[Br:22][CH2:9][C:8]1[C:4]([O:3][CH2:1][CH3:2])=[N:5][O:6][C:7]=1[C:10]([O:12][CH2:13][CH3:14])=[O:11]. Procedure: Ethyl 3-Ethoxy-4-methylisoxazole-5-carboxylate (18 g, 91 mmol), NBS (17.5 g, 100 mmol), dibenzoyl peroxide (1 g, 4.1 mmol) in tetrachloromethane (500 mL) was boiled under reflux for 16 h. The mixture was cooled, filtered and concentrated in vacuo to afford the crude title compound (24.5 g, 97%). Starting materials: O=S(=O)(Cl)c1ccc(Cl)cc1Cl, COC(=O)Cc1ccc(Oc2ccc3[nH]c(C)cc3c2N)c(OC)c1, c1ccncc1. The product is COC(=O)Cc1ccc(Oc2ccc3[nH]c(C)cc3c2NS(=O)(=O)c2ccc(Cl)cc2Cl)c(OC)c1. RXN SMILES: [Cl:26][c:27]1[c:28]([S:34](=[O:35])(=[O:36])[Cl:37])[cH:29][cH:30][c:31]([Cl:33])[cH:32]1.[NH2:1][c:2]1[c:3]2[cH:4][c:5]([CH3:25])[nH:6][c:7]2[cH:8][cH:9][c:10]1[O:11][c:12]1[c:13]([O:23][CH3:24])[cH:14][c:15]([CH2:18][C:19](=[O:20])[O:21][CH3:22])[cH:16][cH:17]1.[cH:38]1[cH:39][cH:40][n:41][cH:42][cH:43]1>>[NH:1]([c:2]1[c:3]2[cH:4][c:5]([CH3:25])[nH:6][c:7]2[cH:8][cH:9][c:10]1[O:11][c:12]1[c:13]([O:23][CH3:24])[cH:14][c:15]([CH2:18][C:19](=[O:20])[O:21][CH3:22])[cH:16][cH:17]1)[S:34]([c:28]1[c:27]([Cl:26])[cH:32][c:31]([Cl:33])[cH:30][cH:29]1)(=[O:35])=[O:36]. The reactants are NC=1C=CC=C2C(CN(CC12)C)C1=CC=CC=C1 (8-amino-4-phenyl-2-methyl-1,2,3,4-tetrahydro-isoquinoline), C1=CC=CC=C1 (benzene), [OH-].[NH4+] (ammonium hydroxide), C1=CC=CC=C1 (benzene), ClC(=O)OCCCC (butyl chloroformate). The solvent is O (water). Reaction conditions: time 2 hour. Yields the product C(CCC)OC(=O)C=1C=CC=C2C(CN(C(C12)N)C)C1=CC=CC=C1 (8-butoxycarbonyl-amino-4-phenyl-2-methyl-1,2,3,4-tetrahydro-isoquinoline). Isolated yield 52.9%. As a reaction SMILES: N[C:2]1[CH:3]=[CH:4][CH:5]=[C:6]2[C:11]=1[CH2:10][N:9]([CH3:12])[CH2:8][CH:7]2[C:13]1[CH:18]=[CH:17][CH:16]=[CH:15][CH:14]=1.C1C=CC=CC=1.Cl[C:26]([O:28][CH2:29][CH2:30][CH2:31][CH3:32])=[O:27].[OH-].[NH4+:34]>O>[CH2:29]([O:28][C:26]([C:2]1[CH:3]=[CH:4][CH:5]=[C:6]2[C:11]=1[CH:10]([NH2:34])[N:9]([CH3:12])[CH2:8][CH:7]2[C:13]1[CH:18]=[CH:17][CH:16]=[CH:15][CH:14]=1)=[O:27])[CH2:30][CH2:31][CH3:32] |f:3.4|. Procedure details: A solution of 2.4 g (0.01 mole) of 8-amino-4-phenyl-2-methyl-1,2,3,4-tetrahydro-isoquinoline and 100 ml of anhydrous benzene is admixed with a solution of 1.4 g (0.012 mole) of butyl chloroformate and 10 ml of anhydrous benzene and the reaction mixture is heated to boiling for 2 hours. After cooling the mixture is diluted with 50 ml of icecold water, the pH is adjusted to 9 by adding a concentrated ammonium hydroxide solution, the benzene phase is separated and extracted twice with 20 ml of benz... Starting materials: C=CCO, COCCOC, COCOc1cnccc1Cl, [H-], [Na+]. Yields the product C=CCOc1ccncc1OCOC. As a reaction SMILES: [CH2:1]([CH:2]=[CH2:3])[OH:4].[CH3:18][O:19][CH2:20][CH2:21][O:22][CH3:23].[CH3:7][O:8][CH2:9][O:10][c:11]1[cH:12][n:13][cH:14][cH:15][c:16]1[Cl:17].[H-:6].[Na+:5]>>[CH2:1]([CH:2]=[CH2:3])[O:4][c:16]1[c:11]([O:10][CH2:9][O:8][CH3:7])[cH:12][n:13][cH:14][cH:15]1. Reactants: C1CCOC1, COC(=O)Cc1ccn(S(=O)(=O)c2ccccc2)c1, [Li+], [OH-], O, O. Product: O=C(O)Cc1ccn(S(=O)(=O)c2ccccc2)c1. RXN SMILES: [CH2:20]1[O:21][CH2:22][CH2:23][CH2:24]1.[CH3:1][O:2][C:3]([CH2:4][c:5]1[cH:6][n:7]([S:10](=[O:11])(=[O:12])[c:13]2[cH:14][cH:15][cH:16][cH:17][cH:18]2)[cH:8][cH:9]1)=[O:19].[Li+:26].[OH-:25].[OH2:27].[OH2:28]>>[O:2]=[C:3]([CH2:4][c:5]1[cH:6][n:7]([S:10](=[O:11])(=[O:12])[c:13]2[cH:14][cH:15][cH:16][cH:17][cH:18]2)[cH:8][cH:9]1)[OH:19]. Starting materials: CC1(COC1)CN ((3-methyloxetan-3-yl)methanamine), CN(C)C(=[N+](C)C)ON1C2=C(C=CC=C2)N=N1.[B-](F)(F)(F)F (TBTU), CCN(C(C)C)C(C)C (DIEA), C1(CC1)COC1=C(C=CC(=N1)C(=O)O)N1CC(C1)(F)F (6-cyclopropylmethoxy-5-(3,3-difluoro-azetidin-1-yl)-pyridine-2-carboxylic acid). Product: C(C)(C)N(C(=O)C1=NC=C(C=C1OCC1CC1)N1CC(C1)(F)F)C(C)C (Cyclopropylmethoxy-5-(3,3-difluoro-azetidin-1-yl)-pyridine-2-carboxylic acid diisopropylamide). RXN SMILES: C1(CO[C:6]2[N:11]=[C:10]([C:12]([OH:14])=O)[CH:9]=[CH:8][C:7]=2[N:15]2[CH2:18][C:17]([F:20])([F:19])[CH2:16]2)CC1.C[C:22]1([CH2:26]N)[CH2:25][O:24][CH2:23]1.CN(C(ON1N=NC2C=CC=CC1=2)=[N+](C)C)C.[B-](F)(F)(F)F.CC[N:52]([CH:56]([CH3:58])[CH3:57])[CH:53]([CH3:55])[CH3:54]>>[CH:53]([N:52]([CH:56]([CH3:58])[CH3:57])[C:12]([C:10]1[C:9]([O:24][CH2:25][CH:22]2[CH2:23][CH2:26]2)=[CH:8][C:7]([N:15]2[CH2:16][C:17]([F:19])([F:20])[CH2:18]2)=[CH:6][N:11]=1)=[O:14])([CH3:55])[CH3:54] |f:2.3|. Procedure: In analogy to the procedure described in Example 47 b), 6-cyclopropylmethoxy-5-(3,3-difluoro-azetidin-1-yl)-pyridine-2-carboxylic acid (Example 1 b)) was reacted with (3-methyloxetan-3-yl)methanamine (CAN 153209-97-3) in the presence of TBTU and DIEA to give the title compound as a byproduct as colorless oil; MS (EI): m/e=368.5 [MH+].